Dataset: the Open Reaction Database (ORD), a public repository of structured organic reaction records. Task: describe an organic reaction: reactants, conditions, products, and yield Reactants: CC(=O)O, O=C(O)c1ccccc1C(=O)Nc1cnc(NCCNc2ccc([N+](=O)[O-])cn2)nc1-c1ccc(Cl)cc1Cl. Product: O=C1c2ccccc2C(=O)N1c1cnc(NCCNc2ccc([N+](=O)[O-])cn2)nc1-c1ccc(Cl)cc1Cl. As a reaction SMILES: [CH3:40][C:41](=[O:42])[OH:43].[Cl:1][c:2]1[c:3](-[c:9]2[n:10][c:11]([NH:27][CH2:28][CH2:29][NH:30][c:31]3[n:32][cH:33][c:34]([N+:37](=[O:38])[O-:39])[cH:35][cH:36]3)[n:12][cH:13][c:14]2[NH:15][C:16](=[O:17])[c:18]2[c:19]([C:20](=[O:21])[OH:22])[cH:23][cH:24][cH:25][cH:26]2)[cH:4][cH:5][c:6]([Cl:8])[cH:7]1>>[Cl:1][c:2]1[c:3](-[c:9]2[n:10][c:11]([NH:27][CH2:28][CH2:29][NH:30][c:31]3[n:32][cH:33][c:34]([N+:37](=[O:38])[O-:39])[cH:35][cH:36]3)[n:12][cH:13][c:14]2[N:15]2[C:16](=[O:17])[c:18]3[c:19]([cH:23][cH:24][cH:25][cH:26]3)[C:20]2=[O:22])[cH:4][cH:5][c:6]([Cl:8])[cH:7]1. Starting materials: COc1ccc2c(Cl)nc(Cl)nc2c1OC, N, C1CCOC1. Yields the product COc1ccc2c(N)nc(Cl)nc2c1OC. Reaction SMILES: [Cl:2][c:3]1[n:4][c:5]2[c:6]([O:16][CH3:17])[c:7]([O:14][CH3:15])[cH:8][cH:9][c:10]2[c:11]([Cl:13])[n:12]1.[NH3:1].[O:18]1[CH2:19][CH2:20][CH2:21][CH2:22]1>>[NH2:1][c:11]1[c:10]2[c:5]([n:4][c:3]([Cl:2])[n:12]1)[c:6]([O:16][CH3:17])[c:7]([O:14][CH3:15])[cH:8][cH:9]2. Starting materials: BrB(Br)Br, ClCCl, COC, COc1ccc(CCC=CCCC(=O)O)cc1. The product is O=C(O)CCC=CCCc1ccc(O)cc1. Reaction SMILES: [B:21]([Br:22])([Br:23])[Br:24].[CH2:25]([Cl:26])[Cl:27].[CH3:18][O:19][CH3:20].[CH3:1][O:2][c:3]1[cH:4][cH:5][c:6]([CH2:9][CH2:10][CH:11]=[CH:12][CH2:13][CH2:14][C:15](=[O:16])[OH:17])[cH:7][cH:8]1>>[OH:2][c:3]1[cH:4][cH:5][c:6]([CH2:9][CH2:10][CH:11]=[CH:12][CH2:13][CH2:14][C:15](=[O:16])[OH:17])[cH:7][cH:8]1. The yield is 16.4%. Procedure details: A solution of {3-[(2-amino-pyrimidin-4-yl)-(7-benzo[b]thiophen-2-yl-1H-indazol-5-yl)-amino]-propyl}-carbamic acid benzyl ester (prepared from Example #F.8.1 using general procedures O and N, 0.169 g, 0.308 mmol) and formic acid (0.116 mL, 3.08 mmol) in methanol (2 mL) was added dropwise to a suspension of Palladium black (0.080 g, 0.752 mmol) in methanol (1.5 mL). The resulting mixture was allowed to stir at ambient temperature for about 19 hours. The resulting suspension was filtered though cel... Conditions: time 19 hour. RXN SMILES: C(OC(=O)[NH:10][CH2:11][CH2:12][CH2:13][N:14]([C:33]1[CH:38]=[CH:37][N:36]=[C:35]([NH2:39])[N:34]=1)[C:15]1[CH:16]=[C:17]2[C:21](=[C:22]([C:24]3[S:28][C:27]4[CH:29]=[CH:30][CH:31]=[CH:32][C:26]=4[CH:25]=3)[CH:23]=1)[NH:20][N:19]=[CH:18]2)C1C=CC=CC=1.C(O)=O>CO.[Pd]>[NH2:10][CH2:11][CH2:12][CH2:13][N:14]([C:15]1[CH:16]=[C:17]2[C:21](=[C:22]([C:24]3[S:28][C:27]4[CH:29]=[CH:30][CH:31]=[CH:32][C:26]=4[CH:25]=3)[CH:23]=1)[NH:20][N:19]=[CH:18]2)[C:33]1[CH:38]=[CH:37][N:36]=[C:35]([NH2:39])[N:34]=1. The reagents and catalysts are [Pd] (Palladium black). Solvent: CO (methanol), CO (methanol). The product is NCCCN(C1=NC(=NC=C1)N)C=1C=C2C=NNC2=C(C1)C1=CC2=C(S1)C=CC=C2 (N4-(3-amino-propyl)-N4-(7-benzo[b]thiophen-2-yl-1H-indazol-5-yl)-pyrimidine-2,4-diamine). Starting materials: C(C1=CC=CC=C1)OC(NCCCN(C=1C=C2C=NNC2=C(C1)C1=CC2=C(S1)C=CC=C2)C2=NC(=NC=C2)N)=O ({3-[(2-amino-pyrimidin-4-yl)-(7-benzo[b]thiophen-2-yl-1H-indazol-5-yl)-amino]-propyl}-carbamic acid benzyl ester), C(=O)O (formic acid). Procedure: When using the procedure of Example 5, 48.7 grams (0.18 mole) of 2-nitro-2'-hydroxy-5'-methylazobenzene (95% pure) was dissolved in a solution of 9 grams of sodium hydroxide in 30 grams of water and 45 grams of isopropanol, and a total of 7.0 grams of a 50% slurry in water of molybdenum-promoted Raney nickel catalyst (W. R. Grace Raney No. 30) were added in two equal 3.5 grams portions at the start and at the half way point of the hydrogenation, the product, 2-(2-hydroxy-5-methylphenyl)-2H-benzo... The reactants are [N+](=O)([O-])C1=C(C=CC=C1)N=NC1=C(C=CC(=C1)C)O (2-nitro-2'-hydroxy-5'-methylazobenzene). The reagents and catalysts are [Mo] (molybdenum), [Ni] (Raney nickel). Solvent: [OH-].[Na+] (sodium hydroxide), O (water), C(C)(C)O (isopropanol), O (water). Yields the product OC1=C(C=C(C=C1)C)N1N=C2C(=N1)C=CC=C2 (2-(2-hydroxy-5-methylphenyl)-2H-benzotriazole). Reaction SMILES: [N+:1]([C:4]1[CH:9]=[CH:8][CH:7]=[CH:6][C:5]=1[N:10]=[N:11][C:12]1[CH:17]=[C:16]([CH3:18])[CH:15]=[CH:14][C:13]=1[OH:19])([O-])=O>[OH-].[Na+].O.C(O)(C)C.[Ni].[Mo]>[OH:19][C:13]1[CH:14]=[CH:15][C:16]([CH3:18])=[CH:17][C:12]=1[N:11]1[N:10]=[C:5]2[CH:6]=[CH:7][CH:8]=[CH:9][C:4]2=[N:1]1 |f:1.2|.